From a dataset of the Open Reaction Database (ORD), a public repository of structured organic reaction records. describe an organic reaction: reactants, conditions, products, and yield The reactants are C1(CCCCC1)P(C1=C(C=CC=C1)C1=C(C=C(C=C1C(C)C)C(C)C)C(C)C)C1CCCCC1 (2-dicyclohexylphosphino-2′,4′,6′-triisopropyl-1,1′-biphenyl), ClC1=NC=2N3[C@H](CN(C2C=N1)CC1=CC=C(C=C1)S(=O)(=O)C)COCC3 ((R)-2-chloro-5-(4-(methylsulfonyl)benzyl)-5,6,6a,7,9,10-hexahydro-[1,4]oxazino[3,4-h]pteridine), FC(C1=NC2=C(N1)C=CC=C2)F (2-(difluoromethyl)-1H-benzo[d]imidazole), C([O-])([O-])=O.[Cs+].[Cs+] (cesium carbonate), C1(CCCCC1)P(C1=C(C=CC=C1)C1=C(C=C(C=C1C(C)C)C(C)C)C(C)C)C1CCCCC1 (2-dicyclohexylphosphino-2′,4′,6′-triisopropyl-1,1′-biphenyl). Reagents/catalysts: C=1C=CC(=CC1)/C=C/C(=O)/C=C/C2=CC=CC=C2.C=1C=CC(=CC1)/C=C/C(=O)/C=C/C2=CC=CC=C2.C=1C=CC(=CC1)/C=C/C(=O)/C=C/C2=CC=CC=C2.[Pd].[Pd] (tris(dibenzylideneacetone)dipalladium(0)), C=1C=CC(=CC1)/C=C/C(=O)/C=C/C2=CC=CC=C2.C=1C=CC(=CC1)/C=C/C(=O)/C=C/C2=CC=CC=C2.C=1C=CC(=CC1)/C=C/C(=O)/C=C/C2=CC=CC=C2.[Pd].[Pd] (tris(dibenzylideneacetone)dipalladium(0)). Solvent: O (water), CCOC(=O)C (EtOAc), CN(C)C=O (DMF). Run at temperature 130 celsius. The product is FC(C1=NC2=C(N1C1=NC=3N4[C@H](CN(C3C=N1)CC1=CC=C(C=C1)S(=O)(=O)C)COCC4)C=CC=C2)F ((R)-2-(2-(difluoromethyl)-1H-benzo[d]imidazol-1-yl)-5-(4-(methylsulfonyl)benzyl)-5,6,6a,7,9,10-hexahydro-[1,4]oxazino[3,4-h]pteridine). The yield is 21.4%. Reaction SMILES: Cl[C:2]1[N:11]=[CH:10][C:9]2[N:8]([CH2:12][C:13]3[CH:18]=[CH:17][C:16]([S:19]([CH3:22])(=[O:21])=[O:20])=[CH:15][CH:14]=3)[CH2:7][C@@H:6]3[CH2:23][O:24][CH2:25][CH2:26][N:5]3[C:4]=2[N:3]=1.[F:27][CH:28]([F:38])[C:29]1[NH:33][C:32]2[CH:34]=[CH:35][CH:36]=[CH:37][C:31]=2[N:30]=1.C(=O)([O-])[O-].[Cs+].[Cs+].C1(P(C2CCCCC2)C2C=CC=CC=2C2C(C(C)C)=CC(C(C)C)=CC=2C(C)C)CCCCC1>CN(C=O)C.C1C=CC(/C=C/C(/C=C/C2C=CC=CC=2)=O)=CC=1.C1C=CC(/C=C/C(/C=C/C2C=CC=CC=2)=O)=CC=1.C1C=CC(/C=C/C(/C=C/C2C=CC=CC=2)=O)=CC=1.[Pd].[Pd].O.CCOC(C)=O>[F:38][CH:28]([F:27])[C:29]1[N:30]([C:2]2[N:11]=[CH:10][C:9]3[N:8]([CH2:12][C:13]4[CH:18]=[CH:17][C:16]([S:19]([CH3:22])(=[O:21])=[O:20])=[CH:15][CH:14]=4)[CH2:7][C@@H:6]4[CH2:23][O:24][CH2:25][CH2:26][N:5]4[C:4]=3[N:3]=2)[C:31]2[CH:37]=[CH:36][CH:35]=[CH:34][C:32]=2[N:33]=1 |f:2.3.4,7.8.9.10.11|. Reported procedure: A mixture of (R)-2-chloro-5-(4-(methylsulfonyl)benzyl)-5,6,6a,7,9,10-hexahydro-[1,4]oxazino[3,4-h]pteridine (PREPARATION x10 50 mg, 0.127 mmol), 2-(difluoromethyl)-1H-benzo[d]imidazole (21.29 mg, 0.127 mmol), cesium carbonate (61.9 mg, 0.190 mmol), tris(dibenzylideneacetone)dipalladium(0) (4.64 mg, 5.06 μmol) and 2-dicyclohexylphosphino-2′,4′,6′-triisopropyl-1,1′-biphenyl (4.83 mg, 10.13 μmol) in DMF 253 μL was heated to 130° C. in a microwave for 40 minutes. Additional tris(dibenzylideneacetone...